This data is from the Open Reaction Database (ORD), a public repository of structured organic reaction records. The task is: describe an organic reaction: reactants, conditions, products, and yield Reactants: CC1=CC=C(C=C1)S(=O)(=O)OCCOC1CCN(CC1)C(=O)OCC1=CC=CC=C1 (benzyl 4-(2-{[(4-methylphenyl)sulfony]oxy}ethoxy)piperidine-1-carboxylate), Example 1 ( 1c ), O1C(COCC1)CO (1,4-dioxan-2-ylmethanol). Product: O1C(COCC1)COCCOC1CCNCC1 (4-[2-(1,4-Dioxan-2-ylmethoxy)ethoxy]piperidine). Yield: 118.8%. Reaction SMILES: CC1C=CC(S([O:11][CH2:12][CH2:13][O:14][CH:15]2[CH2:20][CH2:19][N:18](C(OCC3C=CC=CC=3)=O)[CH2:17][CH2:16]2)(=O)=O)=CC=1.[O:31]1[CH2:36][CH2:35][O:34][CH2:33][CH:32]1[CH2:37]O>>[O:31]1[CH2:36][CH2:35][O:34][CH2:33][CH:32]1[CH2:37][O:11][CH2:12][CH2:13][O:14][CH:15]1[CH2:16][CH2:17][NH:18][CH2:19][CH2:20]1. Reported procedure: Using benzyl 4-(2-{[(4-methylphenyl)sulfony]oxy}ethoxy)piperidine-1-carboxylate (7.8 g, 18.0 mmol) produced in Reference Example 1 (1c) and 1,4-dioxan-2-ylmethanol (1.78 g, 15.1 mmol), the desired title compound (4.4 g, yield 61%) was obtained by the same method as in Reference Examples 1 (1d) and 1 (1e). Reactants: C1(CC1)C(CC(=O)OCC)C1=CC(=CC=C1)COC1=CC(=C(C=C1)C1=C(C=CC(=C1)OC)F)OS(=O)(=O)C(F)(F)F (ethyl 3-cyclopropyl-3-(3-(((2′-fluoro-5′-methoxy-2-(((trifluoromethyl)sulfonyl)oxy)biphenyl-4-yl)oxy)methyl)phenyl)propanoate), FC(C1=CC=C(C=C1)B(O)O)(F)F (4-(trifluoromethyl)phenylboronic acid), C1(CCCCC1)P(C1=C(C=CC=C1)C1=C(C=CC=C1OC)OC)C1CCCCC1 (2-dicyclohexylphosphino-2′,6′-dimethoxybiphenyl), C([O-])([O-])=O.[Na+].[Na+] (sodium carbonate). The reagents and catalysts are C=1C=CC(=CC1)/C=C/C(=O)/C=C/C2=CC=CC=C2.C=1C=CC(=CC1)/C=C/C(=O)/C=C/C2=CC=CC=C2.C=1C=CC(=CC1)/C=C/C(=O)/C=C/C2=CC=CC=C2.[Pd].[Pd] (tris(dibenzylideneacetone)dipalladium(0)). The solvent is C1(=CC=CC=C1)C (toluene). Conditions: temperature 90 celsius, time 15 hour. Product: C1(CC1)C(CC(=O)OCC)C1=CC(=CC=C1)COC=1C=C(C(=CC1)C1=C(C=CC(=C1)OC)F)C1=CC=C(C=C1)C(F)(F)F (ethyl 3-cyclopropyl-3-(3-(((2-fluoro-5-methoxy-4″-(trifluoromethyl)-1,1′:2′,1″-terphenyl-4′-yl)oxy)methyl)phenyl)propanoate). Isolated yield 56.4%. As a reaction SMILES: [CH:1]1([CH:4]([C:11]2[CH:16]=[CH:15][CH:14]=[C:13]([CH2:17][O:18][C:19]3[CH:24]=[CH:23][C:22]([C:25]4[CH:30]=[C:29]([O:31][CH3:32])[CH:28]=[CH:27][C:26]=4[F:33])=[C:21](OS(C(F)(F)F)(=O)=O)[CH:20]=3)[CH:12]=2)[CH2:5][C:6]([O:8][CH2:9][CH3:10])=[O:7])[CH2:3][CH2:2]1.[F:42][C:43]([F:54])([F:53])[C:44]1[CH:49]=[CH:48][C:47](B(O)O)=[CH:46][CH:45]=1.C1(P(C2CCCCC2)C2C=CC=CC=2C2C(OC)=CC=CC=2OC)CCCCC1.C(=O)([O-])[O-].[Na+].[Na+]>C1(C)C=CC=CC=1.C1C=CC(/C=C/C(/C=C/C2C=CC=CC=2)=O)=CC=1.C1C=CC(/C=C/C(/C=C/C2C=CC=CC=2)=O)=CC=1.C1C=CC(/C=C/C(/C=C/C2C=CC=CC=2)=O)=CC=1.[Pd].[Pd]>[CH:1]1([CH:4]([C:11]2[CH:16]=[CH:15][CH:14]=[C:13]([CH2:17][O:18][C:19]3[CH:20]=[C:21]([C:47]4[CH:48]=[CH:49][C:44]([C:43]([F:54])([F:53])[F:42])=[CH:45][CH:46]=4)[C:22]([C:25]4[CH:30]=[C:29]([O:31][CH3:32])[CH:28]=[CH:27][C:26]=4[F:33])=[CH:23][CH:24]=3)[CH:12]=2)[CH2:5][C:6]([O:8][CH2:9][CH3:10])=[O:7])[CH2:3][CH2:2]1 |f:3.4.5,7.8.9.10.11|. Procedure details: Under a nitrogen atmosphere, to a solution of ethyl 3-cyclopropyl-3-(3-(((2′-fluoro-5′-methoxy-2-(((trifluoromethyl)sulfonyl)oxy)biphenyl-4-yl)oxy)methyl)phenyl)propanoate (173 mg) in toluene (5.0 mL) were added 4-(trifluoromethyl)phenylboronic acid (157 mg), tris(dibenzylideneacetone)dipalladium(0) (20 mg), 2-dicyclohexylphosphino-2′,6′-dimethoxybiphenyl (39 mg) and 2.0 M aqueous sodium carbonate solution (0.43 mL), and the mixture was stirred at 90° C. for 15 hr. The reaction mixture was filte... Starting materials: Br (HBr), ClC1=NC=CC=2C(=CC=CC12)N (1-chloroisoquinolin-5-amine), Br (HBr), [N+](=O)([O-])[O-] (nitrate), [N+](=O)([O-])[O-].[Na+] (Sodium nitrate), diazonium salt, NC(=O)N (urea), diazonium salt. Reagents/catalysts: [Cu]Br (Copper (1) Bromide). Run in O (H2O), O (H2O). Run at temperature 80 celsius, time 20 minute. Product: BrC1=C2C=CN=C(C2=CC=C1)Cl (5-bromo-1-chloroisoquinoline). RXN SMILES: [Cl:1][C:2]1[C:11]2[CH:10]=[CH:9][CH:8]=[C:7](N)[C:6]=2[CH:5]=[CH:4][N:3]=1.[N+]([O-])([O-])=O.[Na+].NC(N)=O.[N+]([O-])([O-])=O.[BrH:26]>O.[Cu]Br>[Br:26][C:7]1[CH:8]=[CH:9][CH:10]=[C:11]2[C:6]=1[CH:5]=[CH:4][N:3]=[C:2]2[Cl:1] |f:1.2|. Procedure: To a 500 mL round-bottomed flask containing 1-chloroisoquinolin-5-amine (Step 2, 5.8 g, 32.5 mmol) in H2O (33 mL) and 40% HBr (14 mL) chilled to −50 C in an ice bath, was added a freshly prepared solution of (Sodium nitrate (2.47 g, 35.7 mmol) in 8 mL of H2O) drop-wise over 15 minutes. After the addition, the mixture was kept at 2° C., while stirred an additional 20 minutes. Then urea (0.192 g, 3.2 mmol) was added in order to decompose excess nitrate in the reaction mixture. After an additional ... The reactants are COCCNC (N-(2-methoxyethyl)methylamine), O (water), BrC1=NN=C(N1C1=CC=CC2=NON=C21)C=2C=NC(=CC2)C2=CC=CC=C2 (4-[3-bromo-5-(6-phenylpyridin-3-yl)-4H-1,2,4-triazol-4-yl]-2,1,3-benzooxadiazol). Run in C(Cl)(Cl)Cl (chloroform). Run at temperature 160 celsius, time 6 hour. Yields the product N=1ON=C2C1C=CC=C2N2C(=NN=C2C=2C=NC(=CC2)C2=CC=CC=C2)N(C)CCOC (4-(2,1,3-Benzooxadiazol-4-yl)-N-(2-methoxyethyl)-N-methyl-5-(6-phenylpyridin-3-yl)-4H-1,2,4-triazol-3-ylamine). Isolated yield 19.0%. Reaction SMILES: [CH3:1][O:2][CH2:3][CH2:4][NH:5][CH3:6].O.Br[C:9]1[N:13]([C:14]2[C:22]3[C:18](=[N:19][O:20][N:21]=3)[CH:17]=[CH:16][CH:15]=2)[C:12]([C:23]2[CH:24]=[N:25][C:26]([C:29]3[CH:34]=[CH:33][CH:32]=[CH:31][CH:30]=3)=[CH:27][CH:28]=2)=[N:11][N:10]=1>C(Cl)(Cl)Cl>[N:19]1[O:20][N:21]=[C:22]2[C:14]([N:13]3[C:12]([C:23]4[CH:24]=[N:25][C:26]([C:29]5[CH:34]=[CH:33][CH:32]=[CH:31][CH:30]=5)=[CH:27][CH:28]=4)=[N:11][N:10]=[C:9]3[N:5]([CH2:4][CH2:3][O:2][CH3:1])[CH3:6])=[CH:15][CH:16]=[CH:17][C:18]=12. Procedure details: In a sealed tube, N-(2-methoxyethyl)methylamine (3 ml) and water (3 ml) were added to 4-[3-bromo-5-(6-phenylpyridin-3-yl)-4H-1,2,4-triazol-4-yl]-2,1,3-benzooxadiazol (336 mg) prepared in the Production Example 5, and stirred at 160° C. for 6 hours. After the reaction solution was cooled to ambient temperature, chloroform was added to the solution, which was then washed with saturated aqueous sodium hydrogen carbonate solution. The organic layer was dried over anhydrous magnesium sulfate. After t...